This data is from the Open Reaction Database (ORD), a public repository of structured organic reaction records. The task is: describe an organic reaction: reactants, conditions, products, and yield Yields the product C1(CCCC1)CC(C(=O)O)N1N=CC(=CC1=O)OC=1C=CC=C2C=CC=NC12 (3-cyclopentyl-2-[6-oxo-4-(quinolin-8-yloxy)-6H-pyridazin-1-yl]-propionic acid). Procedure: In an analogous manner to the stepwise sequence outlined in intermediate 19, starting from 4,5-dichloro-2-(tetrahydropyran-2-yl)-2H-pyridazin-3-one (Intermediate 20) and 8-hydroxyquinoline and alkylating with 2-bromo-3-cyclopentyl-propionic acid methyl ester (Intermediate 10) afforded 3-cyclopentyl-2-[6-oxo-4-(quinolin-8-yloxy)-6H-pyridazin-1-yl]-propionic acid (6.2 g, 64%) as a solid; LC-MS, [M+H+]=380.2; HPLC (0.05% trifluoroacetic acid in acetonitrile/water, 30%-90% acetonitrile, gradient, 1 ... RXN SMILES: Cl[C:2]1[C:3](=[O:15])[N:4](C2CCCCO2)[N:5]=[CH:6][C:7]=1Cl.[OH:16][C:17]1[CH:18]=[CH:19][CH:20]=[C:21]2[C:26]=1[N:25]=[CH:24][CH:23]=[CH:22]2.C[O:28][C:29](=[O:38])[CH:30](Br)[CH2:31][CH:32]1[CH2:36][CH2:35][CH2:34][CH2:33]1>>[CH:32]1([CH2:31][CH:30]([N:4]2[C:3](=[O:15])[CH:2]=[C:7]([O:16][C:17]3[CH:18]=[CH:19][CH:20]=[C:21]4[C:26]=3[N:25]=[CH:24][CH:23]=[CH:22]4)[CH:6]=[N:5]2)[C:29]([OH:28])=[O:38])[CH2:36][CH2:35][CH2:34][CH2:33]1. Starting materials: intermediate 19, OC=1C=CC=C2C=CC=NC12 (8-hydroxyquinoline), COC(C(CC1CCCC1)Br)=O (2-bromo-3-cyclopentyl-propionic acid methyl ester), ClC=1C(N(N=CC1Cl)C1OCCCC1)=O (4,5-dichloro-2-(tetrahydropyran-2-yl)-2H-pyridazin-3-one), ClC=1C(N(N=CC1Cl)C1OCCCC1)=O (4,5-dichloro-2-(tetrahydropyran-2-yl)-2H-pyridazin-3-one), COC(C(CC1CCCC1)Br)=O (2-bromo-3-cyclopentyl-propionic acid methyl ester). Isolated yield 64.0%. The reactants are O=C(O)c1cc(Br)c2c(c1)CCC2, O=C(Cl)C(=O)Cl, CCO, ClCCl, [NH4+], CN(C)C=O, [OH-]. The product is NC(=O)c1cc(Br)c2c(c1)CCC2. As a reaction SMILES: [Br:1][c:2]1[cH:3][c:4]([C:11](=[O:12])[OH:13])[cH:5][c:6]2[c:10]1[CH2:9][CH2:8][CH2:7]2.[C:14]([Cl:15])(=[O:16])[C:17]([Cl:18])=[O:19].[CH3:25][CH2:26][OH:27].[Cl:20][CH2:21][Cl:22].[NH4+:24].[O:28]=[CH:29][N:30]([CH3:31])[CH3:32].[OH-:23]>>[Br:1][c:2]1[cH:3][c:4]([C:11](=[O:13])[NH2:24])[cH:5][c:6]2[c:10]1[CH2:9][CH2:8][CH2:7]2. Reactants: C(C)(C)(C)OC(=O)N1CC(N(CC1)CC)=O (1-tert-Butoxycarbonyl-4-ethyl-3-oxopiperazine), FC(C(=O)O)(F)F (trifluoroacetic acid). Run in ClCCl (dichloromethane). Reaction conditions: time 2 hour. Product: C(C)N1C(CNCC1)=O (1-ethyl-2-oxopiperazine), FC(C(=O)O)(F)F (trifluoroacetic acid). RXN SMILES: C(OC([N:8]1[CH2:13][CH2:12][N:11]([CH2:14][CH3:15])[C:10](=[O:16])[CH2:9]1)=O)(C)(C)C.[F:17][C:18]([F:23])([F:22])[C:19]([OH:21])=[O:20]>ClCCl>[CH2:14]([N:11]1[CH2:12][CH2:13][NH:8][CH2:9][C:10]1=[O:16])[CH3:15].[F:17][C:18]([F:23])([F:22])[C:19]([OH:21])=[O:20]. Procedure details: 1-tert-Butoxycarbonyl-4-ethyl-3-oxopiperazine (5.9 g) was dissolved in dichloromethane (100 ml), cooled in an ice-bath, and trifluoroacetic acid (145 ml) added. The mixture was stirred at the same temperature for 2 hours. Solvent was evaporated to yield 1-ethyl-2-oxopiperazine product as a salt with 3 moles of trifluoroacetic acid. Starting materials: FC=1C=NC=C(C(=NO)Cl)C1 (5-Fluoro-N-hydroxynicotinimidoyl chloride), C(#C)C=1C=C(C#N)C=CC1 (3-Ethynylbenzonitrile), N (NH3). Product: FC=1C=C(C=NC1)C1=NOC(=C1)C=1C=C(C#N)C=CC1 (3-(3-(5-Fluoropyridin-3-yl)isoxazol-5-yl)benzonitrile). Reaction SMILES: [F:1][C:2]1[CH:3]=[N:4][CH:5]=[C:6]([CH:11]=1)[C:7](Cl)=[N:8][OH:9].[C:12]([C:14]1[CH:15]=[C:16]([CH:19]=[CH:20][CH:21]=1)[C:17]#[N:18])#[CH:13].N>>[F:1][C:2]1[CH:11]=[C:6]([C:7]2[CH:13]=[C:12]([C:14]3[CH:15]=[C:16]([CH:19]=[CH:20][CH:21]=3)[C:17]#[N:18])[O:9][N:8]=2)[CH:5]=[N:4][CH:3]=1. Reported procedure: The titled compound was prepared according to Method CB using the product of Example 28B (88 mg, 0.5 mmol) and the product of Example 19A (64 mg, 0.5 mmol). 1H NMR (300 MHz, MeOH-d4) δ 7.55 (s, 1H), 7.75 (t, J=7.9 Hz, 1H), 7.88 (dt, J=7.9, 1.4 Hz, 1H), 8.18 (ddd, J=9.3, 2.8, 1.8 Hz, 1H), 8.23 (ddd, J=7.9, 2.0, 1.2 Hz, 1H), 8.31 (t, J=1.6 Hz, 1H), 8.62 (d, J=2.8 Hz, 1H), 8.98 (t, J=1.6 Hz, 1 H) ppm; MS (DCI/NH3) m/z 266 (M+H)+. Reactants: O=C(O)C12CC3CC(CC(C3)C1)C2, CCCCn1c(=N)sc2ccccc21, I. Yields the product CCCCn1c(=NC(=O)C23CC4CC(CC(C4)C2)C3)sc2ccccc21. Reaction SMILES: [C:16]12([C:26](=[O:27])[OH:28])[CH2:17][CH:18]3[CH2:19][CH:20]([CH2:21][CH:22]([CH2:23]1)[CH2:24]3)[CH2:25]2.[CH2:2]([CH2:3][CH2:4][CH3:5])[n:6]1[c:7](=[NH:15])[s:8][c:9]2[c:10]1[cH:11][cH:12][cH:13][cH:14]2.[IH:1]>>[CH2:2]([CH2:3][CH2:4][CH3:5])[n:6]1[c:7](=[N:15][C:26]([C:16]23[CH2:17][CH:18]4[CH2:19][CH:20]([CH2:21][CH:22]([CH2:23]2)[CH2:24]4)[CH2:25]3)=[O:27])[s:8][c:9]2[c:10]1[cH:11][cH:12][cH:13][cH:14]2. The reactants are C(C1=CC=CC=C1)N=C=O (benzyl isocyanate), COC(=O)C=1SC(=C(C1)N)C (5-methyl-4-amino-thiophene-2-carboxylic acid methyl ester). Product: COC(=O)C=1SC(=C(C1)NC(=O)NCC1=CC=CC=C1)C (5-methyl-4-(3-benzyl-ureido)-thiophene-2-carboxylic acid methyl ester). RXN SMILES: [CH2:1]([N:8]=[C:9]=[O:10])[C:2]1[CH:7]=[CH:6][CH:5]=[CH:4][CH:3]=1.[CH3:11][O:12][C:13]([C:15]1[S:16][C:17]([CH3:21])=[C:18]([NH2:20])[CH:19]=1)=[O:14]>>[CH3:11][O:12][C:13]([C:15]1[S:16][C:17]([CH3:21])=[C:18]([NH:20][C:9]([NH:8][CH2:1][C:2]2[CH:7]=[CH:6][CH:5]=[CH:4][CH:3]=2)=[O:10])[CH:19]=1)=[O:14]. Procedure details: The title compound was prepared according to the procedure described for Example 13 using benzyl isocyanate (0.4 g, 3.2 mmol) and 5-methyl-4-amino-thiophene-2-carboxylic acid methyl ester from Step 1 to afford 0.77 g of 5-methyl-4-(3-benzyl-ureido)-thiophene-2-carboxylic acid methyl ester. Recrystallization of a sample from acetonitrile gave product with a mp 185-187° C.